From a dataset of the Open Reaction Database (ORD), a public repository of structured organic reaction records. describe an organic reaction: reactants, conditions, products, and yield The reactants are C(C)(=O)O (acetic acid), CC(CCC(C)=O)=O (2,5-hexanedione), BrC=1C=C(N)C=CC1OC (3-bromo-4-methoxyaniline), C(C)(=O)OCC (ethyl acetate). Reagents/catalysts: O.O.O.C(C)(=O)[O-].[Na+] (sodium acetate trihydrate). Run in C1(=CC=CC=C1)C (toluene). Product: BrC=1C=C(C=CC1OC)N1C(=CC=C1C)C (1-(3-Bromo-4-methoxyphenyl)-2,5-dimethylpyrrole). Yield: 67.0%. As a reaction SMILES: C(O)(=O)C.[CH3:5][C:6](=O)[CH2:7][CH2:8][C:9](=O)[CH3:10].[Br:13][C:14]1[CH:15]=[C:16]([CH:18]=[CH:19][C:20]=1[O:21][CH3:22])[NH2:17].C(OCC)(=O)C>C1(C)C=CC=CC=1.O.O.O.C([O-])(=O)C.[Na+]>[Br:13][C:14]1[CH:15]=[C:16]([N:17]2[C:9]([CH3:10])=[CH:8][CH:7]=[C:6]2[CH3:5])[CH:18]=[CH:19][C:20]=1[O:21][CH3:22] |f:5.6.7.8.9|. Procedure details: Using the general procedure described by S. P. Bruekelman, S. E. Leach, G. D. Meakins, and M. D. Tirel (J. Chem. Soc., Perkin Trans. 1, 1984, 2801-2807), acetic acid (0.50 mL, 0.52 g, 8.7 mmol) and sodium acetate trihydrate (70 mg, 0.51 mmol) were added to a solution of 2,5-hexanedione (8.0 mL, 7.8 g, 68 mmol) and 3-bromo-4-methoxyaniline (see Y. -Y. Lui, M. Minich, J. Labelled Compounds and Radiopharmaceuticals, 1981, 18, 791-797) in 40 mL of toluene. The mixture was heated to reflux for 2 h in...